From a dataset of the Open Reaction Database (ORD), a public repository of structured organic reaction records. describe an organic reaction: reactants, conditions, products, and yield Reactants: CCN(C(C)C)C(C)C, CN(C)C=O, COc1cc(C(=O)O)ccc1Nc1ncc2c(n1)N(C1CCCC1)CC(F)(F)C(=O)N2C, O, NCCCn1ccnc1. Product: COc1cc(C(=O)NCCCn2ccnc2)ccc1Nc1ncc2c(n1)N(C1CCCC1)CC(F)(F)C(=O)N2C. As a reaction SMILES: [CH2:33]([N:34]([CH:35]([CH3:36])[CH3:37])[CH:38]([CH3:39])[CH3:40])[CH3:41].[CH3:51][N:52]([CH3:53])[CH:54]=[O:55].[CH:1]1([N:6]2[c:7]3[c:8]([cH:17][n:18][c:19]([NH:21][c:22]4[c:23]([O:31][CH3:32])[cH:24][c:25]([C:26](=[O:27])[OH:28])[cH:29][cH:30]4)[n:20]3)[N:9]([CH3:16])[C:10](=[O:15])[C:11]([F:13])([F:14])[CH2:12]2)[CH2:2][CH2:3][CH2:4][CH2:5]1.[OH2:56].[n:42]1([CH2:47][CH2:48][CH2:49][NH2:50])[cH:43][n:44][cH:45][cH:46]1>>[CH:1]1([N:6]2[c:7]3[c:8]([cH:17][n:18][c:19]([NH:21][c:22]4[c:23]([O:31][CH3:32])[cH:24][c:25]([C:26](=[O:28])[NH:50][CH2:49][CH2:48][CH2:47][n:42]5[cH:43][n:44][cH:45][cH:46]5)[cH:29][cH:30]4)[n:20]3)[N:9]([CH3:16])[C:10](=[O:15])[C:11]([F:13])([F:14])[CH2:12]2)[CH2:2][CH2:3][CH2:4][CH2:5]1. Starting materials: NC1=NC2=NC=C(N=C2C(=N1)N)CN(C1=CC=CC=C1)C1=CC=CC=C1 (N-[(2,4-diaminopteridin-6-yl)methyl]-N,N-diphenylamine), Br.NC=1N=C(C2=C(N1)C=CC(=N2)CBr)N (2,4-diamino-6-bromomethylpyrido[3,2-d]pyrimidine hydrobromide), C1=CC=CC=2SC3=CC=CC=C3NC12 (phenothiazine), [H-].[Na+] (NaH). The product is NC=1N=C(C2=C(N1)C=CC(=N2)CC=2C=CC=C1SC=3C=CC=CC3NC21)N (9-[(2,4-Diaminopyrido[3,2-d]pyrimidin-6-yl)methyl]phenothiazine). Reaction SMILES: NC1N=C(N)C2C(=NC=C(CN(C3C=CC=CC=3)C3C=CC=CC=3)N=2)N=1.[CH:27]1[C:40]2[NH:39][C:38]3[C:33](=[CH:34][CH:35]=[CH:36][CH:37]=3)[S:32][C:31]=2[CH:30]=[CH:29][CH:28]=1.[H-].[Na+].Br.[NH2:44][C:45]1[N:46]=[C:47]([NH2:57])[C:48]2[N:54]=[C:53]([CH2:55]Br)[CH:52]=[CH:51][C:49]=2[N:50]=1>>[NH2:44][C:45]1[N:46]=[C:47]([NH2:57])[C:48]2[N:54]=[C:53]([CH2:55][C:37]3[CH:36]=[CH:35][CH:34]=[C:33]4[C:38]=3[NH:39][C:40]3[CH:27]=[CH:28][CH:29]=[CH:30][C:31]=3[S:32]4)[CH:52]=[CH:51][C:49]=2[N:50]=1 |f:2.3,4.5|. Procedure details: 9-[(2,4-Diaminopyrido[3,2-d]pyrimidin-6-yl)methyl]phenothiazine (Formula I: Ar=2,4-diaminopyrido[3,2-d]pyrimidin-6-yl; W=CH2; X=N; Z=S; m=n=0) is prepared similarly to N-[(2,4-diaminopteridin-6-yl)methyl]-N,N-diphenylamine as disclosed above by using phenothiazine (159 mg, 0.8 mmol), NaH (50 mg, 2.1 mmol), and 2,4-diamino-6-bromomethylpyrido[3,2-d]pyrimidine hydrobromide (100 mg, 0.3 mmol). The product can be purified by chromatography.